This data is from the Open Reaction Database (ORD), a public repository of structured organic reaction records. The task is: describe an organic reaction: reactants, conditions, products, and yield Run in O1CCOCC1 (dioxane). As a reaction SMILES: [CH3:1][O:2][C:3]1[CH:21]=[CH:20][C:6]2[CH2:7][CH2:8][C:9]3[CH:10]=[CH:11][N:12]([CH2:14][CH2:15][NH:16][C:17](=[O:19])[CH3:18])[C:13]=3[C:5]=2[CH:4]=1.C(C1C(=O)C(Cl)=C(Cl)C(=O)C=1C#N)#N>O1CCOCC1>[CH3:1][O:2][C:3]1[CH:21]=[CH:20][C:6]2=[CH:7][CH:8]=[C:9]3[C:13]([N:12]([CH2:14][CH2:15][NH:16][C:17](=[O:19])[CH3:18])[CH:11]=[CH:10]3)=[C:5]2[CH:4]=1. The product is COC1=CC=2C(=CC=C3C=CN(C23)CCNC(C)=O)C=C1 (N-[2-(8-methoxy-1H-benz[g]indol-1-yl)ethyl]-acetamide). Isolated yield 83.7%. The reactants are COC1=CC2=C(CCC=3C=CN(C23)CCNC(C)=O)C=C1 (N-[2-(4,5-dihydro-8-methoxy-1H-benz[g]indol-1-yl)ethyl]-acetamide), C(#N)C1=C(C(=O)C(=C(C1=O)Cl)Cl)C#N (DDQ). Procedure details: 254 mg of N-[2-(4,5-dihydro-8-methoxy-1H-benz[g]indol-1-yl)ethyl]-acetamide were dissolved in 10 ml of dioxane under argon, 238 mg of DDQ were added and the mixture was heated to reflux for 1 hour. Separated crystals were removed by filtration, the filtrate was evaporated and the residue was chromatographed on 50 g of silica gel with methylene chloride/acetone 9:1. 211 mg (83%) of N-[2-(8-methoxy-1H-benz[g]indol-1-yl)ethyl]-acetamide were obtained as a light yellowish solid. Tlc (silica gel): Rf... Reactants: CC(C)(C)OC(=O)N1CCC(N)C1, O=C([O-])[O-], CC#N, O=[N+]([O-])c1ccc(Cl)nc1, [K+], [K+]. The product is CC(C)(C)OC(=O)N1CCC(Nc2ccc([N+](=O)[O-])cn2)C1. RXN SMILES: [C:11]([CH3:12])([CH3:13])([CH3:14])[O:15][C:16](=[O:17])[N:18]1[CH2:19][CH:20]([NH2:23])[CH2:21][CH2:22]1.[C:24](=[O:25])([O-:26])[O-:27].[CH3:30][C:31]#[N:32].[Cl:1][c:2]1[n:3][cH:4][c:5]([N+:8](=[O:9])[O-:10])[cH:6][cH:7]1.[K+:28].[K+:29]>>[c:2]1([NH:23][CH:20]2[CH2:19][N:18]([C:16]([O:15][C:11]([CH3:12])([CH3:13])[CH3:14])=[O:17])[CH2:22][CH2:21]2)[n:3][cH:4][c:5]([N+:8](=[O:9])[O-:10])[cH:6][cH:7]1. Reagents/catalysts: O.[Pt](=O)=O (platinum (IV) oxide monohydrate). Solvent: CO (methanol). Product: N1CCC(CC1)C1=CC=C(C=C1)C=1OC2=C(N1)C=CC=C2C(=O)N (2-(4-(piperidin-4-yl)phenyl)benzo[d]oxazole-7-carboxamide). Starting materials: N1=CC=C(C=C1)C1=CC=C(C=C1)C=1OC2=C(N1)C=CC=C2C(=O)N (2-(4-(Pyridin-4-yl)phenyl)benzo[d]oxazole-7-carboxamide), [H][H] (hydrogen), Cl (hydrochloride). Isolated yield 3.3%. Procedure: 2-(4-(Pyridin-4-yl)phenyl)benzo[d]oxazole-7-carboxamide (135 mg, 0.43 mmol) and platinum (IV) oxide monohydrate (70 mg) in methanol (20 mL) was purged with 20 atm of hydrogen at 50° C. for 24 h. Then the mixture was filtered and adjusted to pH=9. The solvent was removed in vacuum. The crude was purified by chromatography (dichloromethane:methanol=8:1) to give the solid. The solid was acidified by hydrochloride acid. 4.6 mg of 2-(4-(piperidin-4-yl)phenyl)benzo[d]oxazole-7-carboxamide was obtained... Reaction SMILES: [N:1]1[CH:6]=[CH:5][C:4]([C:7]2[CH:12]=[CH:11][C:10]([C:13]3[O:14][C:15]4[C:21]([C:22]([NH2:24])=[O:23])=[CH:20][CH:19]=[CH:18][C:16]=4[N:17]=3)=[CH:9][CH:8]=2)=[CH:3][CH:2]=1.[H][H].Cl>CO.O.[Pt](=O)=O>[NH:1]1[CH2:6][CH2:5][CH:4]([C:7]2[CH:12]=[CH:11][C:10]([C:13]3[O:14][C:15]4[C:21]([C:22]([NH2:24])=[O:23])=[CH:20][CH:19]=[CH:18][C:16]=4[N:17]=3)=[CH:9][CH:8]=2)[CH2:3][CH2:2]1 |f:4.5|. Reactants: ClC1=C(OC2=CC=C(C=C2)O)C=CC(=C1)C(F)(F)F (4-(2-chloro-4-trifluoromethylphenoxy)phenol), BrCC(=O)OCC (ethyl bromoacetate), C([O-])([O-])=O.[K+].[K+] (potassium carbonate). The solvent is C(C)C(=O)C (methyl ethyl ketone). The product is ClC1=C(OC2=CC=C(OCC(=O)OCC)C=C2)C=CC(=C1)C(F)(F)F (ethyl 4-(2-chloro-4-trifluoromethylphenoxy)phenoxyacetate). As a reaction SMILES: [Cl:1][C:2]1[CH:15]=[C:14]([C:16]([F:19])([F:18])[F:17])[CH:13]=[CH:12][C:3]=1[O:4][C:5]1[CH:10]=[CH:9][C:8]([OH:11])=[CH:7][CH:6]=1.Br[CH2:21][C:22]([O:24][CH2:25][CH3:26])=[O:23].C(=O)([O-])[O-].[K+].[K+]>C(C(C)=O)C>[Cl:1][C:2]1[CH:15]=[C:14]([C:16]([F:18])([F:17])[F:19])[CH:13]=[CH:12][C:3]=1[O:4][C:5]1[CH:6]=[CH:7][C:8]([O:11][CH2:21][C:22]([O:24][CH2:25][CH3:26])=[O:23])=[CH:9][CH:10]=1 |f:2.3.4|. Procedure: 1.44 parts of 4-(2-chloro-4-trifluoromethylphenoxy)phenol, 0.84 part of ethyl bromoacetate, and 1.38 parts of anhydrous potassium carbonate were refluxed for 3 hours in 20 parts by volume of methyl ethyl ketone in an atmosphere of nitrogen. After the reaction, the reaction mixture was filtered. The filtrate was concentrated, and water was added. The mixture was then extracted with ethyl acetate. The extract was washed with a 1N aqueous solution of sodium hydroxide and then with water, and dried ... Reactants: intermediate d, C(C)(C)(C)OC(=O)N1C[C@H]2CC3=CC(=C(N=C3N2[C@@H](C1)C)C(F)F)CO ((4R,9aR)-6-difluoromethyl-7-hydroxymethyl-4-methyl-3,4,9,9a-tetrahydro-1H-2,4a,5-triaza-fluorene-2-carboxylic acid tert-butyl ester), [H-].[Na+] (sodium hydride), CI (methyl iodide). The product is C(C)(C)(C)OC(=O)N1C[C@H]2CC3=CC(=C(N=C3N2[C@@H](C1)C)C(F)F)COC ((4R,9aR)-6-Difluoromethyl-7-methoxymethyl-4-methyl-3,4,9,9a-tetrahydro-1H-2,4a,5-triaza-fluorene-2-carboxylic acid tert-butyl ester). As a reaction SMILES: [C:1]([O:5][C:6]([N:8]1[CH2:20][C@@H:19]([CH3:21])[N:18]2[C@H:10]([CH2:11][C:12]3[C:17]2=[N:16][C:15]([CH:22]([F:24])[F:23])=[C:14]([CH2:25][OH:26])[CH:13]=3)[CH2:9]1)=[O:7])([CH3:4])([CH3:3])[CH3:2].[H-].[Na+].[CH3:29]I>>[C:1]([O:5][C:6]([N:8]1[CH2:20][C@@H:19]([CH3:21])[N:18]2[C@H:10]([CH2:11][C:12]3[C:17]2=[N:16][C:15]([CH:22]([F:24])[F:23])=[C:14]([CH2:25][O:26][CH3:29])[CH:13]=3)[CH2:9]1)=[O:7])([CH3:2])([CH3:3])[CH3:4] |f:1.2|. Reported procedure: This compound was prepared in analogy to example 1, intermediate d) from (4R,9aR)-6-difluoromethyl-7-hydroxymethyl-4-methyl-3,4,9,9a-tetrahydro-1H-2,4a,5-triaza-fluorene-2-carboxylic acid tert-butyl ester, sodium hydride and methyl iodide.